Dataset: the Open Reaction Database (ORD), a public repository of structured organic reaction records. Task: describe an organic reaction: reactants, conditions, products, and yield Reactants: CN(C)CCN, COCCOC, COc1ccc2c(c1)nc(Cl)n[n+]2[O-]. Yields the product COc1ccc2c(c1)nc(NCCN(C)C)n[n+]2[O-]. As a reaction SMILES: [CH3:1][N:2]([CH2:3][CH2:4][NH2:5])[CH3:6].[CH3:21][O:22][CH2:23][CH2:24][O:25][CH3:26].[Cl:7][c:8]1[n:9][n+:10]([O-:20])[c:11]2[c:12]([n:13]1)[cH:14][c:15]([O:18][CH3:19])[cH:16][cH:17]2>>[CH3:1][N:2]([CH2:3][CH2:4][NH:5][c:8]1[n:9][n+:10]([O-:20])[c:11]2[c:12]([n:13]1)[cH:14][c:15]([O:18][CH3:19])[cH:16][cH:17]2)[CH3:6]. Reactants: C=C(c1ccccc1)C(C(C)=O)C(=O)OC, CC[Zn]CC, Cc1ccccc1, ClCCl, ICI, O. The product is COC(=O)C(C(C)=O)C1(c2ccccc2)CC1. Reaction SMILES: [C:1]([CH3:2])(=[O:3])[CH:4]([C:5](=[O:6])[O:7][CH3:8])[C:9](=[CH2:10])[c:11]1[cH:12][cH:13][cH:14][cH:15][cH:16]1.[CH3:17][CH2:18][Zn:19][CH2:20][CH3:21].[CH3:29][c:30]1[cH:31][cH:32][cH:33][cH:34][cH:35]1.[Cl:26][CH2:27][Cl:28].[I:22][CH2:23][I:24].[OH2:25]>>[C:1]([CH3:2])(=[O:3])[CH:4]([C:5](=[O:6])[O:7][CH3:8])[C:9]1([c:11]2[cH:12][cH:13][cH:14][cH:15][cH:16]2)[CH2:10][CH2:17]1. Starting materials: C(C)(C)(C)C1=CC=C(C=C1)N1C(N(C(C1=O)(C)C)CC1=CC=2N(C=C1)OC(N2)=S)=O (3-(4-tert-butylphenyl)-5,5-dimethyl-1-[(2-thioxo-2H-[1,2,4]oxadiazolo[2,3-a]pyridin-7-yl)methyl]imidazolidine-2,4-dione), N,N-dimethyl-1,3-ethylenediamine. The solvent is O1CCOCC1 (dioxane). Product: C(C)(C)(C)C1=CC=C(C=C1)N1C(N(C(C1=O)(C)C)CC1=CC(=NC=C1)NC(=O)NCCN(C)C)=O (1-(4-{[3-(4-tert-butylphenyl)-5,5-dimethyl-2,4-dioxoimidazolidin-1-yl]methyl}pyridin-2-yl)-3-[2-(dimethylamino)ethyl]urea). The yield is 127.2%. RXN SMILES: [C:1]([C:5]1[CH:10]=[CH:9][C:8]([N:11]2[C:15](=[O:16])[C:14]([CH3:18])([CH3:17])[N:13]([CH2:19][C:20]3[CH:25]=[CH:24][N:23]4[O:26][C:27](=S)[N:28]=[C:22]4[CH:21]=3)[C:12]2=[O:30])=[CH:7][CH:6]=1)([CH3:4])([CH3:3])[CH3:2]>O1CCOCC1>[C:1]([C:5]1[CH:10]=[CH:9][C:8]([N:11]2[C:15](=[O:16])[C:14]([CH3:18])([CH3:17])[N:13]([CH2:19][C:20]3[CH:25]=[CH:24][N:23]=[C:22]([NH:28][C:27]([NH:13][CH2:14][CH2:15][N:11]([CH3:12])[CH3:8])=[O:26])[CH:21]=3)[C:12]2=[O:30])=[CH:7][CH:6]=1)([CH3:4])([CH3:3])[CH3:2]. Procedure: A solution of 100 mg of 3-(4-tert-butylphenyl)-5,5-dimethyl-1-[(2-thioxo-2H-[1,2,4]oxadiazolo[2,3-a]pyridin-7-yl)methyl]imidazolidine-2,4-dione obtained in stage b) of Example 9 in 2 mL of dioxane and 35 μl of N,N-dimethyl-1,3-ethylenediamine is heated by microwave at 130° C. for 15 minutes. The reaction mixture is concentrated under reduced pressure and the residue is purified by chromatography on a column of silica, eluting with a gradient (100/0 to 75/25 by volume) of dichloromethane and meth... Starting materials: [F-].[Cs+] (cesium fluoride), carbanion, BrCCCC (1-bromobutane), FC(C(C(F)(F)F)=C(F)F)(F)F (perfluoroisobutylene), alkyl halide. Solvent: COCCOCCOC (diglyme). Run at temperature 50 celsius. Product: C(C(F)(F)F)(C(F)(F)F)(C(F)(F)F)CCCC ((CF3)3CCH2CH2CH2CH3), FF (fluorine-19). RXN SMILES: [F:1][C:2]([F:12])([F:11])[C:3](=[C:8]([F:10])[F:9])[C:4]([F:7])([F:6])[F:5].[F-:13].[Cs+].Br[CH2:16][CH2:17][CH2:18][CH3:19]>COCCOCCOC>[C:3]([CH2:16][CH2:17][CH2:18][CH3:19])([C:8]([F:13])([F:9])[F:10])([C:4]([F:7])([F:6])[F:5])[C:2]([F:11])([F:12])[F:1].[F:13][F:1] |f:1.2|. Reported procedure: 6.3 mL (10 g; 50 mmoles) perfluoroisobutylene (CAUTION! highly toxic) were condensed into a heterogeneous mixture of 7.6 g (50 mmoles) cesium fluoride stirring in 20 mL of dry diglyme. A yellow color developed within the reaction mixture, attributed to carbanion formation. After 2 hours of mild heating (about 50° C.) and stirring, 6.9 g (50 mmoles) 1-bromobutane were added. Upon this addition of alkyl halide, much milky precipitate was observed. The reaction was allowed to stir several hours (ab... Reactants: CCO, C1=Cc2ccccc2NC1. The product is c1ccc2c(c1)CCCN2. RXN SMILES: [CH3:11][CH2:12][OH:13].[NH:1]1[CH2:2][CH:3]=[CH:4][c:5]2[cH:6][cH:7][cH:8][cH:9][c:10]21>>[NH:1]1[CH2:2][CH2:3][CH2:4][c:5]2[cH:6][cH:7][cH:8][cH:9][c:10]21. Starting materials: N1CCCC2=CC=C(C=C12)NC(=O)C1=CC=C(C=C1)C1=CC=CC=C1 (N-(1,2,3,4-Tetrahydroquinolin-7-yl)-1,1′-biphenyl-4-carboxamide), C([O-])([O-])=O.[K+].[K+] (potassium carbonate), [I-].[Na+] (sodium iodide), BrCCO (2-bromoethanol). The solvent is O1CCOCC1 (dioxane), CCOC(=O)C (EtOAc). The product is OCCN1CCCC2=CC=C(C=C12)NC(=O)C1=CC=C(C=C1)C1=CC=CC=C1 (N-[1-(2-Hydroxyethyl)-1,2,3,4-tetrahydroquinolin-7-yl]-1,1′-biphenyl-4-carboxamide). As a reaction SMILES: [NH:1]1[C:10]2[C:5](=[CH:6][CH:7]=[C:8]([NH:11][C:12]([C:14]3[CH:19]=[CH:18][C:17]([C:20]4[CH:25]=[CH:24][CH:23]=[CH:22][CH:21]=4)=[CH:16][CH:15]=3)=[O:13])[CH:9]=2)[CH2:4][CH2:3][CH2:2]1.C(=O)([O-])[O-].[K+].[K+].[I-].[Na+].Br[CH2:35][CH2:36][OH:37]>O1CCOCC1.CCOC(C)=O>[OH:37][CH2:36][CH2:35][N:1]1[C:10]2[C:5](=[CH:6][CH:7]=[C:8]([NH:11][C:12]([C:14]3[CH:19]=[CH:18][C:17]([C:20]4[CH:21]=[CH:22][CH:23]=[CH:24][CH:25]=4)=[CH:16][CH:15]=3)=[O:13])[CH:9]=2)[CH2:4][CH2:3][CH2:2]1 |f:1.2.3,4.5|. Reported procedure: N-(1,2,3,4-Tetrahydroquinolin-7-yl)-1,1′-biphenyl-4-carboxamide (Example 24) (100 mg, 0.304 mmol), potassium carbonate (126 mg, 0.913 mmol), sodium iodide (9 mg, 0.06 mmol) and 2-bromoethanol (216 ul, 3.04 mmol) in dioxane (1 ml) were heated at 60° C. for 8 d. After cooling to ambient temperature the reaction mixture was diluted with EtOAc (10 ml), filtered and concentrated in vacuo to give the crude product which was purified on a silica SPE column. Elution with an EtOAc/60-80° C. petroleum eth... The reactants are CC=1CS([C@H]2N(C1C(=O)O)C(C2NC(CC2=CC=CC=C2)=O)=O)=O (3-methyl-7-phenylacetamido-3-cephem-4-carboxylic acid-1-oxide), C[Si](NC(C)=O)(C)C (N-trimethylsilylacetamide), BrN1C(CCC1=O)=O (N-bromosuccinimide), NS(=O)(=O)O (amidosulfonic acid). Run in ClCCl (dichloromethane), ClCCl (dichloromethane). Conditions: time 30 minute. Product: BrCC=1CS([C@H]2N(C1C(=O)O[Si](C)(C)C)C(C2NC(CC2=CC=CC=C2)=O)=O)=O (trimethylsilyl 3-bromomethyl-7-phenylacetamido-3-cephem-4-carboxylate-1-oxide). The yield is 50.0%. Reaction SMILES: [CH3:1][C:2]1[CH2:3][S:4](=[O:24])[C@@H:5]2[CH:12]([NH:13][C:14](=[O:22])[CH2:15][C:16]3[CH:21]=[CH:20][CH:19]=[CH:18][CH:17]=3)[C:11](=[O:23])[N:6]2[C:7]=1[C:8]([OH:10])=[O:9].[CH3:25][Si:26]([CH3:32])([CH3:31])NC(=O)C.NS(O)(=O)=O.[Br:38]N1C(=O)CCC1=O>ClCCl>[Br:38][CH2:1][C:2]1[CH2:3][S:4](=[O:24])[C@@H:5]2[CH:12]([NH:13][C:14](=[O:22])[CH2:15][C:16]3[CH:17]=[CH:18][CH:19]=[CH:20][CH:21]=3)[C:11](=[O:23])[N:6]2[C:7]=1[C:8]([O:10][Si:26]([CH3:32])([CH3:31])[CH3:25])=[O:9]. Reported procedure: To a refluxing suspension of 329 mg (0.95 mmole) of 3-methyl-7-phenylacetamido-3-cephem-4-carboxylic acid-1-oxide in 25 ml of dichloromethane, 298 mg (2.27 mmoles) of N-trimethylsilylacetamide were added and a clear, colorless solution was obtained after 15 minutes. Refluxing was continued for another 30 minutes after which 300 mg (3.06 mmoles) of amidosulfonic acid were added. The mixture was diluted with dichloromethane to 40 ml and cooled in an ice-bath. Bromination was carried out in one hou... Starting materials: 2-{N-[2-(N-Methylanilino)carbonylphenyl]-2-phthalimidoacetamideo}acetic acid, CN(C1=CC=CC=C1)C(=O)C1=C(C=CC=C1)N(C(CN1C(C=2C(C1=O)=CC=CC2)=O)=O)CC(=O)OC(C)(C)C (tert-butyl 2-{N-[2-(N-methylanilino)carbonylphenyl]-2-phthalimidoacetamido]acetate), O (water). The solvent is FC(C(=O)O)(F)F (trifluoroacetic acid). Yields the product CN(C1=CC=CC=C1)C(=O)C1=C(C=CC=C1)N(C(CN1C(C=2C(C1=O)=CC=CC2)=O)=O)CC(=O)O (2-{N-[2-(N-Methylanilino)carbonylphenyl]-2-phthalimidoacetamido}acetic acid). Yield: 96.3%. Reaction SMILES: [CH3:1][N:2]([C:9]([C:11]1[CH:16]=[CH:15][CH:14]=[CH:13][C:12]=1[N:17]([CH2:32][C:33]([O:35]C(C)(C)C)=[O:34])[C:18](=[O:31])[CH2:19][N:20]1[C:24](=[O:25])[C:23]2=[CH:26][CH:27]=[CH:28][CH:29]=[C:22]2[C:21]1=[O:30])=[O:10])[C:3]1[CH:8]=[CH:7][CH:6]=[CH:5][CH:4]=1.O>FC(F)(F)C(O)=O>[CH3:1][N:2]([C:9]([C:11]1[CH:16]=[CH:15][CH:14]=[CH:13][C:12]=1[N:17]([CH2:32][C:33]([OH:35])=[O:34])[C:18](=[O:31])[CH2:19][N:20]1[C:24](=[O:25])[C:23]2=[CH:26][CH:27]=[CH:28][CH:29]=[C:22]2[C:21]1=[O:30])=[O:10])[C:3]1[CH:8]=[CH:7][CH:6]=[CH:5][CH:4]=1. Procedure details: 2-{N-[2-(N-Methylanilino)carbonylphenyl]-2-phthalimidoacetamideo}acetic acid may be prepared in the following manner: a solution of tert-butyl 2-{N-[2-(N-methylanilino)carbonylphenyl]-2-phthalimidoacetamido]acetate (7.9 g) in trifluoroacetic acid (30 cc) is stirred at a temperature in the region of 20° C. for 24 hours and then poured into water (50 cc). The aqueous phase is extracted with dichloromethane (3×250 cc). The organic phases are combined, washed with water (2×150 cc), dried over magnes...